Dataset: the Open Reaction Database (ORD), a public repository of structured organic reaction records. Task: describe an organic reaction: reactants, conditions, products, and yield Starting materials: C(C)OC(CSC1=CN=C(S1)NC(=O)N(CC1CCCC1)C=1C=NC(=CC1)NC(C)=O)=O ({2-[3-(6-acetylamino-pyridin-3-yl)-3-cyclopentylmethyl-ureido]-thiazol-5-ylsulfanyl}-acetic acid ethyl ester), C(C)OC(CSC1=CN=C(S1)N)=O ((2-amino-thiazol-5-ylsulfanyl)acetic acid ethyl ester), C1(CCCC1)CN(C(NC=1SC=C(N1)CC(=O)O)=O)C1=CC=C(C=C1)S(=O)(=O)C ({2-[3-cyclopentylmethyl-3-(4-methanesulfonyl-phenyl)-ureido]-thiazol-4-yl}-acetic acid), C1(CCCC1)CNC=1C=CC(=NC1)NC(C)=O (N-[5-(cyclopentylmethyl-amino)-pyridin-2-yl]-acetamide). Product: C(C)(=O)NC1=CC=C(C=N1)N(C(NC=1SC(=CN1)SCC(=O)O)=O)CC1CCCC1 ({2-[3-(6-Acetylamino-pyridin-3-yl)-3-cyclopentylmethyl-ureido]-thiazol-5-ylsulfanyl}-acetic acid). Reaction SMILES: C([O:3][C:4](=[O:32])[CH2:5][S:6][C:7]1[S:11][C:10]([NH:12][C:13]([N:15]([C:22]2[CH:23]=[N:24][C:25]([NH:28][C:29](=[O:31])[CH3:30])=[CH:26][CH:27]=2)[CH2:16][CH:17]2[CH2:21][CH2:20][CH2:19][CH2:18]2)=[O:14])=[N:9][CH:8]=1)C.C1(CN(C2C=CC(S(C)(=O)=O)=CC=2)C(=O)NC2SC=C(CC(O)=O)N=2)CCCC1.C1(CNC2C=CC(NC(=O)C)=NC=2)CCCC1.C(OC(=O)CSC1SC(N)=NC=1)C>>[C:29]([NH:28][C:25]1[N:24]=[CH:23][C:22]([N:15]([CH2:16][CH:17]2[CH2:21][CH2:20][CH2:19][CH2:18]2)[C:13](=[O:14])[NH:12][C:10]2[S:11][C:7]([S:6][CH2:5][C:4]([OH:32])=[O:3])=[CH:8][N:9]=2)=[CH:27][CH:26]=1)(=[O:31])[CH3:30]. Reported procedure: The title compound was prepared via {2-[3-(6-acetylamino-pyridin-3-yl)-3-cyclopentylmethyl-ureido]-thiazol-5-ylsulfanyl}-acetic acid ethyl ester in a similar manner as described for the synthesis of {2-[3-cyclopentylmethyl-3-(4-methanesulfonyl-phenyl)-ureido]-thiazol-4-yl}-acetic acid, using N-[5-(cyclopentylmethyl-amino)-pyridin-2-yl]-acetamide and (2-amino-thiazol-5-ylsulfanyl)acetic acid ethyl ester Reactants: N1(CCC1)S(=O)(=O)C1=C(C(=CC=C1Cl)[N+](=O)[O-])O (1-(azetidin-1-yl)sulfonyl-6-chloro-2-hydroxy-3-nitrobenzene), [H][H] (hydrogen). The reagents and catalysts are [Pd] (Pd/C). Yields the product N1(CCC1)S(=O)(=O)C=1C(=C(N)C=CC1Cl)O (3-(azetidin-1-yl)sulfonyl-4-chloro-2-hydroxyaniline). Isolated yield 99.8%. As a reaction SMILES: [N:1]1([S:5]([C:8]2[C:13]([Cl:14])=[CH:12][CH:11]=[C:10]([N+:15]([O-])=O)[C:9]=2[OH:18])(=[O:7])=[O:6])[CH2:4][CH2:3][CH2:2]1.[H][H]>[Pd]>[N:1]1([S:5]([C:8]2[C:9]([OH:18])=[C:10]([CH:11]=[CH:12][C:13]=2[Cl:14])[NH2:15])(=[O:7])=[O:6])[CH2:4][CH2:3][CH2:2]1. Procedure: Following the general hydrogenation procedure outlined in example 15, 1-(azetidin-1-yl)sulfonyl-6-chloro-2-hydroxy-3-nitrobenzene (240 mg, 0.82 mmol) was reduced with hydrogen and 10% Pd/C (110 mg) to form the desired product (215 mg, 100%). 1H NMR (MeOD-d4): δ 6.91 (m, 2H), 4.01 (t, 4H), 2.23 (m, 2H). Reactants: ClC=1C=C(C=CC1Cl)S(=O)(=O)CS(=O)(=O)C(F)(F)F ([(3,4-dichlorophenyl)sulfonyl][(trifluoromethyl)sulfonyl]methane), C[O-].[Na+] (sodium methoxide), C=1C=CC(=CC1)[C@H]2CN3CCSC3=N2.Cl (levamisole HCl). Run in CO (methanol), O (H2O). The product is C=1C=CC(=CC1)[C@H]2CN3CCSC3=N2 (Levamisole). RXN SMILES: ClC1C=C(S(CS(C(F)(F)F)(=O)=O)(=O)=O)C=CC=1Cl.C[O-].[Na+].[CH:23]1[CH:24]=[CH:25][C:26]([C@@H:29]2[N:36]=[C:35]3[N:31]([CH2:32][CH2:33][S:34]3)[CH2:30]2)=[CH:27][CH:28]=1.Cl>CO.O>[CH:23]1[CH:28]=[CH:27][C:26]([C@@H:29]2[N:36]=[C:35]3[N:31]([CH2:32][CH2:33][S:34]3)[CH2:30]2)=[CH:25][CH:24]=1 |f:1.2,3.4|. Procedure details: Two grams (0.0053 mole) of [(3,4-dichlorophenyl)sulfonyl][(trifluoromethyl)sulfonyl]methane and 300 mg (0,005 mole) sodium methoxide were reacted in 100 ml of methanol. The reaction mixture was stirred for ten minutes at room temperature, and the methanol was evaporated. Ten to fifteen ml of water were added and the solution was filtered into a solution of 1.4 g (0.0058 mole) levamisole HCl in 50 ml H2O. The precipitate which immediately forms was collected and washed in isopropanol to obtain th... Starting materials: CC(C)(C)C(C(=O)[O-])C1(CN)CC2CC(C3CCCC3)=CC21, CCOC(C)=O, Cl. Product: NCC1(CC(=O)O)CC2CC(C3CCCC3)=CC21. RXN SMILES: [C:1]([CH3:2])([CH3:3])([CH3:4])[CH:5]([C:6](=[O:7])[O-:8])[C:9]1([CH2:21][NH2:22])[CH:10]2[CH:11]=[C:12]([CH:16]3[CH2:17][CH2:18][CH2:19][CH2:20]3)[CH2:13][CH:14]2[CH2:15]1.[C:23]([O:24][CH2:25][CH3:26])(=[O:27])[CH3:28].[ClH:29]>>[CH2:5]([C:6](=[O:7])[OH:8])[C:9]1([CH2:21][NH2:22])[CH:10]2[CH:11]=[C:12]([CH:16]3[CH2:17][CH2:18][CH2:19][CH2:20]3)[CH2:13][CH:14]2[CH2:15]1. Run at time 2 hour. Starting materials: O (Water), C(C)(C)(C)OC(=O)NCC1CN(CC1)CCCCN (4-(3-tert-butoxycarbonylaminomethylpyrrolidin-1-yl)-butylamine), C(C1=CC=CC=C1)=O (benzaldehyde), [BH4-].[Na+] (sodium borohydride). Yield: 65.3%. Run in C(C)O (ethanol). Yields the product C(C1=CC=CC=C1)NCCCCN1CC(CC1)CNC(=O)OC(C)(C)C (N-benzyl-4-(3-tert-butoxycarbonylaminomethylpyrrolidin-1-yl)butylamine). Procedure details: A solution of 4-(3-tert-butoxycarbonylaminomethylpyrrolidin-1-yl)-butylamine (2.0 g) and benzaldehyde (0.86 g) in ethanol (50 ml) was stirred at 70° C. for 3 hr. After cooling, sodium borohydride was added, and the mixture was stirred at room temperature for 2 hr. Water was added to the reaction mixture, and the mixture was extracted with ethyl acetate. The organic layer was washed with brine, dried and the solvent was evaporated under reduced pressure. The obtained residue was purified by silic... As a reaction SMILES: [C:1]([O:5][C:6]([NH:8][CH2:9][CH:10]1[CH2:14][CH2:13][N:12]([CH2:15][CH2:16][CH2:17][CH2:18][NH2:19])[CH2:11]1)=[O:7])([CH3:4])([CH3:3])[CH3:2].[CH:20](=O)[C:21]1[CH:26]=[CH:25][CH:24]=[CH:23][CH:22]=1.[BH4-].[Na+].O>C(O)C>[CH2:20]([NH:19][CH2:18][CH2:17][CH2:16][CH2:15][N:12]1[CH2:13][CH2:14][CH:10]([CH2:9][NH:8][C:6]([O:5][C:1]([CH3:4])([CH3:3])[CH3:2])=[O:7])[CH2:11]1)[C:21]1[CH:26]=[CH:25][CH:24]=[CH:23][CH:22]=1 |f:2.3|. Starting materials: C=CCOc1cc(OC2CCN(C(=O)OC(C)(C)C)CC2)ccc1C(=O)OC, CO, [Na+], [OH-], O=C(O)CC(O)(CC(=O)O)C(=O)O. Yields the product C=CCOc1cc(OC2CCN(C(=O)OC(C)(C)C)CC2)ccc1C(=O)O. As a reaction SMILES: [CH2:1]([CH:2]=[CH2:3])[O:4][c:5]1[c:6]([C:7](=[O:8])[O:9][CH3:10])[cH:11][cH:12][c:13]([O:15][CH:16]2[CH2:17][CH2:18][N:19]([C:22](=[O:23])[O:24][C:25]([CH3:26])([CH3:27])[CH3:28])[CH2:20][CH2:21]2)[cH:14]1.[CH3:44][OH:45].[Na+:30].[OH-:29].[OH:31][C:32]([CH2:33][C:34]([C:35](=[O:36])[OH:37])([CH2:38][C:39](=[O:40])[OH:41])[OH:42])=[O:43]>>[CH2:1]([CH:2]=[CH2:3])[O:4][c:5]1[c:6]([C:7](=[O:8])[OH:9])[cH:11][cH:12][c:13]([O:15][CH:16]2[CH2:17][CH2:18][N:19]([C:22](=[O:23])[O:24][C:25]([CH3:26])([CH3:27])[CH3:28])[CH2:20][CH2:21]2)[cH:14]1. The reactants are COC(=O)C1CN(Cc2ccccc2)CC1(C)c1ccc(Cl)cc1, CO, O. Yields the product CC1(c2ccc(Cl)cc2)CN(Cc2ccccc2)CC1C(=O)O. As a reaction SMILES: [CH3:1][O:2][C:3](=[O:4])[CH:5]1[CH2:6][N:7]([CH2:18][c:19]2[cH:20][cH:21][cH:22][cH:23][cH:24]2)[CH2:8][C:9]1([CH3:10])[c:11]1[cH:12][cH:13][c:14]([Cl:17])[cH:15][cH:16]1.[CH3:26][OH:27].[OH2:25]>>[O:2]=[C:3]([OH:4])[CH:5]1[CH2:6][N:7]([CH2:18][c:19]2[cH:20][cH:21][cH:22][cH:23][cH:24]2)[CH2:8][C:9]1([CH3:10])[c:11]1[cH:12][cH:13][c:14]([Cl:17])[cH:15][cH:16]1. The reactants are C(C)OC(=O)C1(CC2=CC=CC=C2C1)NC(C1=C(C(=CC=C1)C)O)=O (2-(2-Hydroxy-3-methyl-benzoylamino)-indan-2-carboxylic acid ethyl ester), C(=O)([O-])[O-].[Cs+].[Cs+] (Cs2CO3), BrCC=C (3-bromo-propene). The solvent is CN(C)C=O (DMF). Run at time 8 hour. Yields the product C(C)OC(=O)C1(CC2=CC=CC=C2C1)NC(C1=C(C(=CC=C1)C)OCC=C)=O (2-(2-Allyloxy-3-methyl-benzoylamino)-indan-2-carboxylic acid ethyl ester). Isolated yield 90.7%. RXN SMILES: [CH2:1]([O:3][C:4]([C:6]1([NH:15][C:16](=[O:25])[C:17]2[CH:22]=[CH:21][CH:20]=[C:19]([CH3:23])[C:18]=2[OH:24])[CH2:14][C:13]2[C:8](=[CH:9][CH:10]=[CH:11][CH:12]=2)[CH2:7]1)=[O:5])[CH3:2].C([O-])([O-])=O.[Cs+].[Cs+].Br[CH2:33][CH:34]=[CH2:35]>CN(C=O)C>[CH2:1]([O:3][C:4]([C:6]1([NH:15][C:16](=[O:25])[C:17]2[CH:22]=[CH:21][CH:20]=[C:19]([CH3:23])[C:18]=2[O:24][CH2:35][CH:34]=[CH2:33])[CH2:7][C:8]2[C:13](=[CH:12][CH:11]=[CH:10][CH:9]=2)[CH2:14]1)=[O:5])[CH3:2] |f:1.2.3|. Procedure: To a suspension of 2-(2-hydroxy-3-methyl-benzoylamino)-indan-2-carboxylic acid ethyl ester (3) (300 mg, 0.88 mmol), anhydrous Cs2CO3 (573 mg, 1.76 mmol), and KI (30 mg, 0.18 mmol) in DMF (8 mL) is added 3-bromo-propene (90 μL, 1.06 mmol). The resulting reaction suspension is stirred at RT overnight. After the removal of DMF in vacuo, the residue is dissolved in EtOAc (30 mL) and washed with water (1×5 mL) and brine (2×5 mL). The organic layer is dried over anhydrous Na2SO4 and concentrated in va... Reactants: C1(CC1)COC1=C(N=CC(=N1)C(=O)O)N1CC(C1)(F)F (6-cyclopropylmethoxy-5-(3,3-difluoro-azetidin-1-yl)-pyrazine-2-carboxylic acid), C1(CC1)C[C@@H](C1=NOC(=N1)C)N ((S)-2-cyclopropyl-1-(5-methyl-[1,2,4]oxadiazol-3-yl)-ethylamine). The product is C1(CC1)C[C@@H](C1=NOC(=N1)C)NC(=O)C1=NC(=C(N=C1)N1CC(C1)(F)F)OCC1CC1 (6-Cyclopropylmethoxy-5-(3,3-difluoro-azetidin-1-yl)-pyrazine-2-carboxylic acid [(S)-2-cyclopropyl-1-(5-methyl-[1,2,4]oxadiazol-3-yl)-ethyl]-amide). RXN SMILES: [CH:1]1([CH2:4][O:5][C:6]2[N:11]=[C:10]([C:12]([OH:14])=O)[CH:9]=[N:8][C:7]=2[N:15]2[CH2:18][C:17]([F:20])([F:19])[CH2:16]2)[CH2:3][CH2:2]1.[CH:21]1([CH2:24][C@H:25]([NH2:32])[C:26]2[N:30]=[C:29]([CH3:31])[O:28][N:27]=2)[CH2:23][CH2:22]1>>[CH:21]1([CH2:24][C@H:25]([NH:32][C:12]([C:10]2[CH:9]=[N:8][C:7]([N:15]3[CH2:18][C:17]([F:20])([F:19])[CH2:16]3)=[C:6]([O:5][CH2:4][CH:1]3[CH2:2][CH2:3]3)[N:11]=2)=[O:14])[C:26]2[N:30]=[C:29]([CH3:31])[O:28][N:27]=2)[CH2:23][CH2:22]1. Reported procedure: The title compound was synthesized in analogy to Example 15, using 6-cyclopropylmethoxy-5-(3,3-difluoro-azetidin-1-yl)-pyrazine-2-carboxylic acid (Example 8d, 100 mg, 0.35 mmol) and (S)-2-cyclopropyl-1-(5-methyl-[1,2,4]oxadiazol-3-yl)-ethylamine (88.51 mg, 0.53 mmol) as starting materials, and isolated (12 mg, 7.8%) as white solid, LC-MS (UV peak area, ESI) 97.53%, 435.51 (M+H).